This data is from the Open Reaction Database (ORD), a public repository of structured organic reaction records. The task is: describe an organic reaction: reactants, conditions, products, and yield The reactants are ClC1=CC=C(S1)C(=O)NC1=C2C(N(C(C2=CC=C1)=O)C1CCNCC1)=O (5-chloro-N-[1,3-dioxo-2-(4-piperidinyl)-2,3-dihydro-1H-isoindol-4-yl]-2-thiophenecarboxamide), BrC1=NC=CC=C1 (2-bromopyridine). Run in N1=CC=CC=C1 (pyridine). Product: ClC1=CC=C(S1)C(=O)NC1=C2C(N(C(C2=CC=C1)=O)C1CCN(CC1)C1=NC=CC=C1)=O (5-Chloro-N-{1,3-dioxo-2-[1-(2-pyridinyl)-4-piperidinyl]-2,3-dihydro-1H-isoindol-4-yl}-2-thiophenecarboxamide). RXN SMILES: [Cl:1][C:2]1[S:6][C:5]([C:7]([NH:9][C:10]2[CH:18]=[CH:17][CH:16]=[C:15]3[C:11]=2[C:12](=[O:26])[N:13]([CH:20]2[CH2:25][CH2:24][NH:23][CH2:22][CH2:21]2)[C:14]3=[O:19])=[O:8])=[CH:4][CH:3]=1.Br[C:28]1[CH:33]=[CH:32][CH:31]=[CH:30][N:29]=1>N1C=CC=CC=1>[Cl:1][C:2]1[S:6][C:5]([C:7]([NH:9][C:10]2[CH:18]=[CH:17][CH:16]=[C:15]3[C:11]=2[C:12](=[O:26])[N:13]([CH:20]2[CH2:25][CH2:24][N:23]([C:28]4[CH:33]=[CH:32][CH:31]=[CH:30][N:29]=4)[CH2:22][CH2:21]2)[C:14]3=[O:19])=[O:8])=[CH:4][CH:3]=1. Procedure details: 100 mg (0.257 mmol) of 5-chloro-N-[1,3-dioxo-2-(4-piperidinyl)-2,3-dihydro-1H-isoindol-4-yl]-2-thiophenecarboxamide and 0.05 ml (0.513 mmol) of 2-bromopyridine in 0.5 ml of pyridine are stirred at 110° C. for 48 h. The mixture is concentrated and dried under high vacuum. The product is isolated by preparative RP-HPLC. Starting materials: C(C)(=O)NC1CCC=2NC3=CC(=CC=C3C2C1)OCC1=CC=CC=C1 (3-Acetamido-7-(benzyloxy)-1,2,3,4-tetrahydrocarbazole), Cl (hydrochloric acid). Reagents/catalysts: [Pd] (palladium on charcoal). Run in C(C)O (ethyl alcohol). The product is C(C)(=O)NC1CCC=2NC3=CC(=CC=C3C2C1)O (3-acetamido-7-hydroxy-1,2,3,4-tetrahydrocarbazole). As a reaction SMILES: [C:1]([NH:4][CH:5]1[CH2:17][C:16]2[C:15]3[C:10](=[CH:11][C:12]([O:18]CC4C=CC=CC=4)=[CH:13][CH:14]=3)[NH:9][C:8]=2[CH2:7][CH2:6]1)(=[O:3])[CH3:2].Cl>[Pd].C(O)C>[C:1]([NH:4][CH:5]1[CH2:17][C:16]2[C:15]3[C:10](=[CH:11][C:12]([OH:18])=[CH:13][CH:14]=3)[NH:9][C:8]=2[CH2:7][CH2:6]1)(=[O:3])[CH3:2]. Procedure details: 3-Acetamido-7-(benzyloxy)-1,2,3,4-tetrahydrocarbazole (16 g.) was hydrogenated in 200 ml. of ethyl alcohol containing 6 ml. of concentrated hydrochloric acid and 3 g. of 10% palladium on charcoal at 40 psig following a procedure similar to that described in Example 2B to yield 3-acetamido-7-hydroxy-1,2,3,4-tetrahydrocarbazole as a foam.